This data is from the Open Reaction Database (ORD), a public repository of structured organic reaction records. The task is: describe an organic reaction: reactants, conditions, products, and yield Starting materials: Br, CC(=O)O, COc1ccc2c(C3CCN(C(=O)OCc4ccccc4)CC3)noc2c1. The product is Br, COc1ccc2c(C3CCNCC3)noc2c1. As a reaction SMILES: [BrH:1].[CH3:29][C:30](=[O:31])[OH:32].[c:2]1([CH2:3][O:4][C:5](=[O:6])[N:12]2[CH2:13][CH2:14][CH:15]([c:18]3[n:19][o:20][c:21]4[c:22]3[cH:23][cH:24][c:25]([O:27][CH3:28])[cH:26]4)[CH2:16][CH2:17]2)[cH:7][cH:8][cH:9][cH:10][cH:11]1>>[BrH:1].[NH:12]1[CH2:13][CH2:14][CH:15]([c:18]2[n:19][o:20][c:21]3[c:22]2[cH:23][cH:24][c:25]([O:27][CH3:28])[cH:26]3)[CH2:16][CH2:17]1. Product: Cc1nc(N)nc2c1C(=NOCCC1COC(C)(C)O1)NC(c1ccc(F)cc1Br)C2. RXN SMILES: [C:23](=[O:24])([O-:25])[O-:26].[Cs+:27].[Cs+:28].[I:29][CH2:30][CH2:31][CH:32]1[O:33][C:34]([CH3:37])([CH3:38])[O:35][CH2:36]1.[NH2:1][c:2]1[n:3][c:4]([CH3:22])[c:5]2[c:6]([n:7]1)[CH2:8][CH:9]([c:14]1[c:15]([Br:21])[cH:16][c:17]([F:20])[cH:18][cH:19]1)[NH:10][C:11]2=[N:12][OH:13].[O:39]=[CH:40][N:41]([CH3:42])[CH3:43]>>[NH2:1][c:2]1[n:3][c:4]([CH3:22])[c:5]2[c:6]([n:7]1)[CH2:8][CH:9]([c:14]1[c:15]([Br:21])[cH:16][c:17]([F:20])[cH:18][cH:19]1)[NH:10][C:11]2=[N:12][O:13][CH2:30][CH2:31][CH:32]1[O:33][C:34]([CH3:37])([CH3:38])[O:35][CH2:36]1. Reactants: O=C([O-])[O-], [Cs+], [Cs+], CC1(C)OCC(CCI)O1, Cc1nc(N)nc2c1C(=NO)NC(c1ccc(F)cc1Br)C2, CN(C)C=O.